Dataset: the Open Reaction Database (ORD), a public repository of structured organic reaction records. Task: describe an organic reaction: reactants, conditions, products, and yield Reactants: C(=CCC)C(C(=O)O)CC(=O)O (butenylsuccinic acid). Reagents/catalysts: [Pt] (platinum). Solvent: CO (methanol). The product is C(CCC)C(C(=O)O)CC(=O)O (n-butylsuccinic acid). Reaction SMILES: [CH:1]([CH:5]([CH2:9][C:10]([OH:12])=[O:11])[C:6]([OH:8])=[O:7])=[CH:2][CH2:3][CH3:4]>CO.[Pt]>[CH2:1]([CH:5]([CH2:9][C:10]([OH:12])=[O:11])[C:6]([OH:8])=[O:7])[CH2:2][CH2:3][CH3:4]. Procedure: 40 g. of the butenylsuccinic acid is hydrogenated in methanol over a platinum catalyst to yield n-butylsuccinic acid, m.p. 82°-83° C. Ring closure to n-butylsuccinic anhydride is achieved by mixing it with 100 g. of acetic anhydride and distilling acetic acid as it is formed. The resulting crude product is directly sulfonated by the procedure of (7) (b) using corresponding molar amounts of the n-butyl-succinic anhydride and SO3. The reactants are Cl.N[C@@H]1[C@H](C[C@H](CC1)NC(=O)C1=C(NC2=C1N=CN=C2C2=C(C=CC(=C2)C(F)F)OCC2CC2)C)C (N-[(1S*,3S*,4S*)-4-Amino-3-methylcyclohexyl]-4-[2-(cyclopropylmethoxy)-5-(difluoromethyl)phenyl]-6-methyl-5H-pyrrolo[3,2-d]pyrimidine-7-carboxamide hydrochloride), C(CC)(=O)Cl (propionyl chloride). Yields the product C1(CC1)COC1=C(C=C(C=C1)C(F)F)C=1C2=C(N=CN1)C(=C(N2)C)C(=O)N[C@@H]2C[C@@H]([C@H](CC2)NC(CC)=O)C (4-[2-(Cyclopropylmethoxy)-5-(difluoromethyl)phenyl]-6-methyl-N-[(1S*,3S*,4S*)-3-methyl-4-(propanoylamino)cyclohexyl]-5H-pyrrolo[3,2-d]pyrimidine-7-carboxamide). RXN SMILES: Cl.[NH2:2][C@H:3]1[CH2:8][CH2:7][C@H:6]([NH:9][C:10]([C:12]2[C:16]3[N:17]=[CH:18][N:19]=[C:20]([C:21]4[CH:26]=[C:25]([CH:27]([F:29])[F:28])[CH:24]=[CH:23][C:22]=4[O:30][CH2:31][CH:32]4[CH2:34][CH2:33]4)[C:15]=3[NH:14][C:13]=2[CH3:35])=[O:11])[CH2:5][C@@H:4]1[CH3:36].[C:37](Cl)(=[O:40])[CH2:38][CH3:39]>>[CH:32]1([CH2:31][O:30][C:22]2[CH:23]=[CH:24][C:25]([CH:27]([F:29])[F:28])=[CH:26][C:21]=2[C:20]2[C:15]3[NH:14][C:13]([CH3:35])=[C:12]([C:10]([NH:9][C@H:6]4[CH2:7][CH2:8][C@H:3]([NH:2][C:37](=[O:40])[CH2:38][CH3:39])[C@@H:4]([CH3:36])[CH2:5]4)=[O:11])[C:16]=3[N:17]=[CH:18][N:19]=2)[CH2:34][CH2:33]1 |f:0.1|. Reported procedure: Starting from N-[(1S*,3S*,4S*)-4-amino-3-methylcyclohexyl]-4-[2-(cyclopropylmethoxy)-5-(difluoromethyl)phenyl]-6-methyl-5H-pyrrolo[3,2-d]pyrimidine-7-carboxamide hydrochloride (example D.f65) and commercially available propionyl chloride the title compound is obtained as colorless solid.